From a dataset of the Open Reaction Database (ORD), a public repository of structured organic reaction records. describe an organic reaction: reactants, conditions, products, and yield Starting materials: [Li+].[OH-] (LiOH), COC(CC1=C(N(C2=NC=CC=C21)S(=O)(=O)C2=CC(=C(C=C2)F)F)C)=O ([1-(3,4-difluoro-benzenesulfonyl)-2-methyl-1H-pyrrolo[2,3-b]pyridin-3-yl]-acetic acid methyl ester), Cl (HCl). The solvent is O1CCOCC1.O (dioxane water). Conditions: temperature 0 celsius, time 15 minute. Yields the product FC=1C=C(C=CC1F)S(=O)(=O)N1C(=C(C=2C1=NC=CC2)CC(=O)O)C ([1-(3,4-difluoro-benzenesulfonyl)-2-methyl-1H-pyrrolo[2,3-b]pyridin-3-yl]-acetic acid). As a reaction SMILES: [Li+].[OH-].C[O:4][C:5](=[O:28])[CH2:6][C:7]1[C:15]2[C:10](=[N:11][CH:12]=[CH:13][CH:14]=2)[N:9]([S:16]([C:19]2[CH:24]=[CH:23][C:22]([F:25])=[C:21]([F:26])[CH:20]=2)(=[O:18])=[O:17])[C:8]=1[CH3:27].Cl>O1CCOCC1.O>[F:26][C:21]1[CH:20]=[C:19]([S:16]([N:9]2[C:10]3=[N:11][CH:12]=[CH:13][CH:14]=[C:15]3[C:7]([CH2:6][C:5]([OH:28])=[O:4])=[C:8]2[CH3:27])(=[O:17])=[O:18])[CH:24]=[CH:23][C:22]=1[F:25] |f:0.1,4.5|. Reported procedure: 1M Aqueous LiOH (0.52 mL) is added at 0° C. to a stirring solution of [1-(3,4-difluoro-benzenesulfonyl)-2-methyl-1H-pyrrolo[2,3-b]pyridin-3-yl]-acetic acid methyl ester (200 mg, 0.526 mmol) in 1:1 dioxane/water (4 mL). The reaction mixture is stirred at 0° C. for 15 minutes, then allowed to warm to room temperature. After 2.5 hours, the reaction mixture is neutralised to pH 7 with 1M HCl and the solvent is removed under reduced pressure. The residue is loaded on a pre-packed Isolute™ silica colu... Starting materials: COC(=O)CCNC(=O)c1ccc(C(CC(C)C)Nc2ccc(-c3ccc(C(C)(C)C)cc3)cc2)cc1, CO, CCOC(C)=O, [Na+], [OH-]. Yields the product CC(C)CC(Nc1ccc(-c2ccc(C(C)(C)C)cc2)cc1)c1ccc(C(=O)NCCC(=O)O)cc1. RXN SMILES: [CH3:1][O:2][C:3]([CH2:4][CH2:5][NH:6][C:7]([c:8]1[cH:9][cH:10][c:11]([CH:14]([CH2:15][CH:16]([CH3:17])[CH3:18])[NH:19][c:20]2[cH:21][cH:22][c:23](-[c:26]3[cH:27][cH:28][c:29]([C:32]([CH3:33])([CH3:34])[CH3:35])[cH:30][cH:31]3)[cH:24][cH:25]2)[cH:12][cH:13]1)=[O:36])=[O:37].[CH3:38][OH:39].[CH3:42][CH2:43][O:44][C:45]([CH3:46])=[O:47].[Na+:41].[OH-:40]>>[O:2]=[C:3]([CH2:4][CH2:5][NH:6][C:7]([c:8]1[cH:9][cH:10][c:11]([CH:14]([CH2:15][CH:16]([CH3:17])[CH3:18])[NH:19][c:20]2[cH:21][cH:22][c:23](-[c:26]3[cH:27][cH:28][c:29]([C:32]([CH3:33])([CH3:34])[CH3:35])[cH:30][cH:31]3)[cH:24][cH:25]2)[cH:12][cH:13]1)=[O:36])[OH:37]. RXN SMILES: [O:1]1[C:12]2[C:11]3[CH:10]=[CH:9][CH:8]=[CH:7][C:6]=3[NH:5][C:4]=2[CH:3]=[C:2]1[C:13]([OH:15])=O.S(Cl)([Cl:18])=O>C1C=CC=CC=1>[O:1]1[C:12]2[C:11]3[CH:10]=[CH:9][CH:8]=[CH:7][C:6]=3[NH:5][C:4]=2[CH:3]=[C:2]1[C:13]([Cl:18])=[O:15]. The product is O1C(=CC=2NC=3C=CC=CC3C21)C(=O)Cl (furo[3,2-b]indole-2-carbonyl chloride). Reported procedure: To ethyl furo[3,2-b]indole-2-carboxylate (10 g), 10% aqueous sodium hydroxide solution (100 ml) was added, then the mixture was stirred for an hour at 60° C. The resulting solution was acidified with hydrochloric acid, and the precipitate formed was collected by filtration to give furo[3,2-b]indole-2-carboxylic acid (8.5 g). To furo[3,2-b]-indole-2-carboxylic acid (8.5 g), thionyl chloride (40 ml) and benzene (50 ml) were added, the resulting solution was refluxed for 5 hours, and the excess amo... The reactants are O1C(=CC=2NC=3C=CC=CC3C21)C(=O)O (furo[3,2-b]-indole-2-carboxylic acid), S(=O)(Cl)Cl (thionyl chloride). Run in C1=CC=CC=C1 (benzene).